From a dataset of the Open Reaction Database (ORD), a public repository of structured organic reaction records. describe an organic reaction: reactants, conditions, products, and yield Starting materials: COC1=CC=C(CON2C(C3=CC=CC=C3C2=O)=O)C=C1 (2-(4-methoxybenzyloxy)isoindoline-1,3-dione), O.NN (hydrazine monohydrate). Solvent: CO (MeOH). Reaction conditions: temperature 65 celsius, time 1 hour. The product is COC1=CC=C(CON)C=C1 (O-(4-Methoxybenzyl)hydroxylamine). Reaction SMILES: [CH3:1][O:2][C:3]1[CH:21]=[CH:20][C:6]([CH2:7][O:8][N:9]2C(=O)C3C(=CC=CC=3)C2=O)=[CH:5][CH:4]=1.O.NN>CO>[CH3:1][O:2][C:3]1[CH:21]=[CH:20][C:6]([CH2:7][O:8][NH2:9])=[CH:5][CH:4]=1 |f:1.2|. Reported procedure: To a solution of 2-(4-methoxybenzyloxy)isoindoline-1,3-dione (200 mg, 0.706 mmol) in MeOH (5 mL) was added hydrazine monohydrate (35.3 mg, 0.706 mmol). The reaction mixture was stirred at 65° C. for 1 h. The solvent was removed in vacuo, and the resulting residue was diluted with EtOAc (5 mL). After stirring for 20 min, the mixture was filtered. The filtrate was concentrated in vacuo to afford the title compound. 1H-NMR (400 MHz, CDCl3) δ ppm 7.30 (m, 2H), 6.90 (m, 2H), 4.63 (m, 2H), 3.81 (s, 3H... Reactants: O=C(Cl)c1ccccc1F, NNc1ccccc1, O, c1ccncc1. Yields the product O=C(O)c1ccccc1F. Reaction SMILES: [F:9][c:10]1[c:11]([C:12](=[O:13])[Cl:14])[cH:15][cH:16][cH:17][cH:18]1.[NH2:1][NH:2][c:3]1[cH:4][cH:5][cH:6][cH:7][cH:8]1.[OH2:19].[cH:20]1[cH:21][cH:22][n:23][cH:24][cH:25]1>>[F:9][c:10]1[c:11]([C:12]([OH:13])=[O:19])[cH:15][cH:16][cH:17][cH:18]1. The reactants are C(#N)CCOC(C(C(CCCCN=[N+]=[N-])=O)=CC1=CC=C(C=C1)[N+](=O)[O-])=O (7-azido-2-[(4-nitrophenyl)methylene]-3-oxoheptanoic acid 2-cyanoethyl ester), NC(=CC(C)=O)C (4-amino-3-penten-2-one). Run in CCO (EtOH). The product is C(C)(=O)C=1C(C(=C(NC1C)CCCCN=[N+]=[N-])C(=O)OCCC#N)C1=CC=C(C=C1)[N+](=O)[O-] (5-Acetyl-2-(4-azidobutyl)-3-(2-cyanoethoxy) carbonyl-1,4-dihydro-6-methyl-4-(4-nitrophenyl) pyridine), oil. Isolated yield 77.0%. As a reaction SMILES: [C:1]([CH2:3][CH2:4][O:5][C:6](=[O:27])[C:7](=[CH:17][C:18]1[CH:23]=[CH:22][C:21]([N+:24]([O-:26])=[O:25])=[CH:20][CH:19]=1)[C:8](=O)[CH2:9][CH2:10][CH2:11][CH2:12][N:13]=[N+:14]=[N-:15])#[N:2].[NH2:28][C:29]([CH3:34])=[CH:30][C:31](=[O:33])[CH3:32]>CCO>[C:31]([C:30]1[CH:17]([C:18]2[CH:23]=[CH:22][C:21]([N+:24]([O-:26])=[O:25])=[CH:20][CH:19]=2)[C:7]([C:6]([O:5][CH2:4][CH2:3][C:1]#[N:2])=[O:27])=[C:8]([CH2:9][CH2:10][CH2:11][CH2:12][N:13]=[N+:14]=[N-:15])[NH:28][C:29]=1[CH3:34])(=[O:33])[CH3:32]. Reported procedure: A solution of 7-azido-2-[(4-nitrophenyl)methylene]-3-oxoheptanoic acid 2-cyanoethyl ester (1.12 g, 3.00 mmol) and 4-amino-3-penten-2-one (330 mg, 3.30 mmol) in 20 ml of EtOH was refluxed for 48 hrs. After the EtOH was removed in vacuo, the residue was dissolved in 150 ml of CHCl3, washed with water (2×100 ml) and dried over Na2SO4. After filtration and evaporation of solvent, the product was purified by chromatography (SiO2, CHCl3:MeOH=5:95). 5-Acetyl-2-(4-azidobutyl)-3-(2-cyanoethoxy) carbonyl-... Starting materials: ClC=1C(=NC2=CC(=C(C=C2N1)C)C)C(=O)O (3-Chloro-6,7-dimethyl-2quinoxalinecarboxylic acid), N,N'-carbonyldiimidazole, NC1=NN=NN1 (5-Amino-1H-tetrazole). The solvent is O1CCCC1 (tetrahydrofuran), CN(C=O)C (dimethylformamide). Yields the product ClC=1C(=NC2=CC(=C(C=C2N1)C)C)C(=O)NC1=NN=NN1 (3-Chloro-6,7-dimethyl-N(1H-tetrazol-5-yl)-2-quinoxalinecarboxamide). Reaction SMILES: [Cl:1][C:2]1[C:3]([C:14]([OH:16])=O)=[N:4][C:5]2[C:10]([N:11]=1)=[CH:9][C:8]([CH3:12])=[C:7]([CH3:13])[CH:6]=2.[NH2:17][C:18]1[NH:22][N:21]=[N:20][N:19]=1>O1CCCC1.CN(C)C=O>[Cl:1][C:2]1[C:3]([C:14]([NH:17][C:18]2[NH:22][N:21]=[N:20][N:19]=2)=[O:16])=[N:4][C:5]2[C:10]([N:11]=1)=[CH:9][C:8]([CH3:12])=[C:7]([CH3:13])[CH:6]=2. Reported procedure: 3-Chloro-6,7-dimethyl-2quinoxalinecarboxylic acid (10.5 g) and N,N'-carbonyldiimidazole (7.35 g) in tetrahydrofuran (350 ml) were heated under reflux for 1 hour. 5-Amino-1H-tetrazole (4.3 g) in dimethylformamide (10 ml) was added and the mixture was heated under reflux for a further hour and cooled. The solid was collected and dissolved in aqueous dimethylaminoethanol. Dilute hydrochloric acid was added to the solution and the solid was collected and crystallised from dimethylformamide. The prod... Reactants: [Br-], [Br-], [Br-], O=C([O-])O, CC(=O)c1ccc(OCc2ccccc2)c([N+](=O)[O-])c1, C1CCOC1, [Na+], [Na+], [Na+], O=S([O-])([O-])=S, C[N+](C)(C)c1ccccc1, C[N+](C)(C)c1ccccc1, C[N+](C)(C)c1ccccc1. The product is O=C(CBr)c1ccc(OCc2ccccc2)c([N+](=O)[O-])c1. As a reaction SMILES: [Br-:1].[Br-:2].[Br-:3].[C:54](=[O:55])([OH:56])[O-:57].[CH2:34]([c:35]1[cH:36][cH:37][cH:38][cH:39][cH:40]1)[O:41][c:42]1[c:43]([N+:51](=[O:52])[O-:53])[cH:44][c:45]([C:48]([CH3:49])=[O:50])[cH:46][cH:47]1.[CH2:66]1[O:67][CH2:68][CH2:69][CH2:70]1.[Na+:58].[Na+:64].[Na+:65].[S:59]([O-:60])([O-:61])(=[O:62])=[S:63].[c:14]1([N+:15]([CH3:16])([CH3:17])[CH3:18])[cH:19][cH:20][cH:21][cH:22][cH:23]1.[c:24]1([N+:25]([CH3:26])([CH3:27])[CH3:28])[cH:29][cH:30][cH:31][cH:32][cH:33]1.[c:4]1([N+:5]([CH3:6])([CH3:7])[CH3:8])[cH:9][cH:10][cH:11][cH:12][cH:13]1>>[Br:1][CH2:49][C:48]([c:45]1[cH:44][c:43]([N+:51](=[O:52])[O-:53])[c:42]([O:41][CH2:34][c:35]2[cH:36][cH:37][cH:38][cH:39][cH:40]2)[cH:47][cH:46]1)=[O:50].